From a dataset of the Open Reaction Database (ORD), a public repository of structured organic reaction records. describe an organic reaction: reactants, conditions, products, and yield As a reaction SMILES: [C:4]([CH3:5])(=[O:6])[N:7]1[CH2:8][CH2:9][c:10]2[cH:11][c:12]([Br:19])[cH:13][c:14]([N+:16]([O-:17])=[O:18])[c:15]21.[CH3:1][CH2:2][OH:3].[ClH:20].[Fe:21].[OH2:22]>>[C:4]([CH3:5])(=[O:6])[N:7]1[CH2:8][CH2:9][c:10]2[cH:11][c:12]([Br:19])[cH:13][c:14]([NH2:16])[c:15]21. The reactants are CC(=O)N1CCc2cc(Br)cc([N+](=O)[O-])c21, CCO, Cl, [Fe], O. The product is CC(=O)N1CCc2cc(Br)cc(N)c21.